This data is from the Open Reaction Database (ORD), a public repository of structured organic reaction records. The task is: describe an organic reaction: reactants, conditions, products, and yield Starting materials: ClC1=NC=C(C(=C1)Cl)C(F)(F)F (2,4-dichloro-5-(trifluoromethyl)pyridine), CC1NC(CNC1)C (2,6-dimethylpiperazine), C(=O)([O-])[O-].[K+].[K+] (K2CO3). Solvent: CN(C=O)C (dimethylformamide). Run at temperature 140 celsius. Yields the product ClC1=CC(=NC=C1C(F)(F)F)N1C[C@H](N[C@H](C1)C)C (1-(4-Chloro-5-trifluoromethyl-pyridin-2-yl)-cis-3,5-dimethyl-piperazine). As a reaction SMILES: Cl[C:2]1[CH:7]=[C:6]([Cl:8])[C:5]([C:9]([F:12])([F:11])[F:10])=[CH:4][N:3]=1.[CH3:13][CH:14]1[CH2:19][NH:18][CH2:17][CH:16]([CH3:20])[NH:15]1.C([O-])([O-])=O.[K+].[K+]>CN(C)C=O>[Cl:8][C:6]1[C:5]([C:9]([F:12])([F:11])[F:10])=[CH:4][N:3]=[C:2]([N:18]2[CH2:17][C@H:16]([CH3:20])[NH:15][C@H:14]([CH3:13])[CH2:19]2)[CH:7]=1 |f:2.3.4|. Procedure details: 2,4-dichloro-5-(trifluoromethyl)pyridine (800 mg, 3.70 mmol), 2,6-dimethylpiperazine (800 mg, 7.14 mmol), and K2CO3 (1.0 g, 7.25 mmol) were added to dimethylformamide (15 mL). The resulting solution was heated for 2 h at 140° C. The reaction mixture was then quenched by the adding 50 mL of ice-water and extracted with EtOAc (50 mL). The organic layers were combined and dried over MgSO4. The solvent was concentrated and the residue was purified using silica gel column chromatography to 0.2 g (18%... Starting materials: NC1=NC(N(C=C1F)CC1CC1)=O (4-amino-1-(cyclopropylmethyl)-5-fluoropyrimidin-2(1H)-one), ClC1=C(C=CC=C1)N=C=O (2-chlorophenylisocyanate). The solvent is CC#N (CH3CN). Run at time 1 hour. Yields the product ClC1=C(C=CC=C1)NC(=O)NC1=NC(N(C=C1F)CC1CC1)=O (1-(2-chlorophenyl)-3-(1-(cyclopropylmethyl)-5-fluoro-2-oxo-1,2-dihydropyrimidin-4-yl)urea). The yield is 58.0%. As a reaction SMILES: [NH2:1][C:2]1[C:7]([F:8])=[CH:6][N:5]([CH2:9][CH:10]2[CH2:12][CH2:11]2)[C:4](=[O:13])[N:3]=1.[Cl:14][C:15]1[CH:20]=[CH:19][CH:18]=[CH:17][C:16]=1[N:21]=[C:22]=[O:23]>CC#N>[Cl:14][C:15]1[CH:20]=[CH:19][CH:18]=[CH:17][C:16]=1[NH:21][C:22]([NH:1][C:2]1[C:7]([F:8])=[CH:6][N:5]([CH2:9][CH:10]2[CH2:12][CH2:11]2)[C:4](=[O:13])[N:3]=1)=[O:23]. Procedure: To a stirred solution of 4-amino-1-(cyclopropylmethyl)-5-fluoropyrimidin-2(1H)-one (150 mg, 0.819 mmol) in dry CH3CN (7.5 mL) at room temperature and under nitrogen was added 2-chlorophenylisocyanate (138.3 mg, 0.90 mmol). After stirring for 1 h, the crude reaction mixture was filtered, and the solids were rinsed with CH3CN (10 mL). The collected filtrate was then concentrated in vacuo and dried under high vacuum to afford 1-(2-chlorophenyl)-3-(1-(cyclopropylmethyl)-5-fluoro-2-oxo-1,2-dihydropyr... Starting materials: O=C1C(SCC1)C(=O)OC (methyl 3-oxo-2,3,4,5-tetrahydrothiophene-2-carboxylate), C1(CCCCC1)C(C)C=1C=C(C=C(O)C1)O (5-(1-cyclohexylethyl) resorcinol). The product is C1(CCCCC1)C(C)C1=CC2=C(C3=C(C(O2)=O)SCC3)C(=C1)O (7-(1-cyclohexylethyl)-1,2-dihydro-9-hydroxy-4-oxo-4H-thieno[2,3-c] [1]benzopyran). RXN SMILES: O=[C:2]1[CH2:6][CH2:5][S:4][CH:3]1[C:7]([O:9][CH3:10])=[O:8].[CH:11]1([CH:17]([C:19]2[CH:20]=C(O)[CH:22]=[C:23]([CH:25]=2)[OH:24])[CH3:18])[CH2:16][CH2:15][CH2:14][CH2:13][CH2:12]1>>[CH:11]1([CH:17]([C:19]2[CH:25]=[C:23]([OH:24])[C:22]3[C:2]4[CH2:6][CH2:5][S:4][C:3]=4[C:7](=[O:8])[O:9][C:10]=3[CH:20]=2)[CH3:18])[CH2:16][CH2:15][CH2:14][CH2:13][CH2:12]1. Procedure details: Following a procedure similar to that described in Example 1B hereinabove, methyl 3-oxo-2,3,4,5-tetrahydrothiophene-2-carboxylate is reacted with 5-(1-cyclohexylethyl) resorcinol to give 7-(1-cyclohexylethyl)-1,2-dihydro-9-hydroxy-4-oxo-4H-thieno[2,3-c] [1]benzopyran. Reactants: O=C(Cl)C(=O)Cl, ClCCl, NC(=O)c1ccc(F)cc1. Reaction SMILES: [Cl:11][C:12](=[O:13])[C:14]([Cl:15])=[O:16].[Cl:17][CH2:18][Cl:19].[F:1][c:2]1[cH:3][cH:4][c:5]([C:6](=[O:7])[NH2:8])[cH:9][cH:10]1>>[F:1][c:2]1[cH:3][cH:4][c:5]([C:6](=[O:7])[N:8]=[C:12]=[O:13])[cH:9][cH:10]1. Yields the product O=C=NC(=O)c1ccc(F)cc1. Reactants: C(C)(C)(C)OC(=O)N1CCNCC1 (Piperazine-1-carboxylic acid tert-butyl ester), CCN(C(C)C)C(C)C (DIPEA), ClC(Cl)(OC(OC(Cl)(Cl)Cl)=O)Cl (triphosgene), C1(CC1)CO (Cyclopropyl-methanol), CCN(C(C)C)C(C)C (DIPEA). Solvent: ClCCl (dichloromethane). Conditions: time 1 hour. Yields the product C1(CC1)COC(=O)N1CCN(CC1)C(=O)OC(C)(C)C (Piperazine-1,4-dicarboxylic acid tert-butyl ester cyclopropylmethyl ester). RXN SMILES: Cl[C:2](Cl)([O:4]C(=O)OC(Cl)(Cl)Cl)Cl.[CH:13]1([CH2:16][OH:17])[CH2:15][CH2:14]1.CCN(C(C)C)C(C)C.[C:27]([O:31][C:32]([N:34]1[CH2:39][CH2:38][NH:37][CH2:36][CH2:35]1)=[O:33])([CH3:30])([CH3:29])[CH3:28]>ClCCl>[CH:13]1([CH2:16][O:17][C:2]([N:37]2[CH2:38][CH2:39][N:34]([C:32]([O:31][C:27]([CH3:30])([CH3:28])[CH3:29])=[O:33])[CH2:35][CH2:36]2)=[O:4])[CH2:15][CH2:14]1. Procedure: To a solution of 3.3 g triphosgene and 2 g Cyclopropyl-methanol in 40 ml dichloromethane were added 9.1 ml DIPEA dropwise at 0° C. After 1 h, 5.1 g Piperazine-1-carboxylic acid tert-butyl ester and 4.5 ml DIPEA in 7 ml were added at 0° C. The reaction mixture was allowed to warm to RT and stirred for 16 h. Excess triphosgene was destroyed by adding a solution of 2 g NaOH in 120 ml water and stirring for 2 h. The layers were separated and the aqueous layer was extracted with DCM. The combined org...